From a dataset of the Open Reaction Database (ORD), a public repository of structured organic reaction records. describe an organic reaction: reactants, conditions, products, and yield The reactants are C(=O)(O)[O-].[Na+] (NaHCO3), C(#N)CNC([C@H](CC(C)C)O[C@@H](C1=CC=C(C=C1)B1OC(C(O1)(C)C)(C)C)C1=CC=CC=C1)=O ((2S)-N-(cyanomethyl)-4-methyl-2-({(R)-phenyl[4-(4,4,5,5-tetramethyl-1,3,2-dioxaborolan-2-yl)phenyl]methyl}oxy)pentanamide), BrC1=CC=C(C=C1)C1=CC=NC=C1 (4-(4-bromophenyl)pyridine), C(=O)([O-])[O-].[K+].[K+] (K2CO3). Reagents/catalysts: C1=CC=C(C=C1)P([C-]2C=CC=C2)C3=CC=CC=C3.C1=CC=C(C=C1)P([C-]2C=CC=C2)C3=CC=CC=C3.Cl[Pd]Cl.[Fe+2] (PdCl2(dppf)). Run in CN(C)C=O (DMF). Run at temperature 80 celsius, time 8 hour. Yields the product C(#N)CNC([C@H](CC(C)C)O[C@@H](C1=CC=C(C=C1)C1=CC=C(C=C1)C1=CC=NC=C1)C1=CC=CC=C1)=O ((2S)-N-(cyanomethyl)-4-methyl-2-{[(R)-phenyl(4′-pyridin-4-yl-1,1′-biphenyl-4-yl)methyl]oxy}pentanamide). Reaction SMILES: [C:1]([CH2:3][NH:4][C:5](=[O:34])[C@@H:6]([O:11][C@H:12]([C:28]1[CH:33]=[CH:32][CH:31]=[CH:30][CH:29]=1)[C:13]1[CH:18]=[CH:17][C:16](B2OC(C)(C)C(C)(C)O2)=[CH:15][CH:14]=1)[CH2:7][CH:8]([CH3:10])[CH3:9])#[N:2].Br[C:36]1[CH:41]=[CH:40][C:39]([C:42]2[CH:47]=[CH:46][N:45]=[CH:44][CH:43]=2)=[CH:38][CH:37]=1.C([O-])([O-])=O.[K+].[K+].C([O-])(O)=O.[Na+]>CN(C=O)C.C1C=CC(P(C2C=CC=CC=2)[C-]2C=CC=C2)=CC=1.C1C=CC(P(C2C=CC=CC=2)[C-]2C=CC=C2)=CC=1.Cl[Pd]Cl.[Fe+2]>[C:1]([CH2:3][NH:4][C:5](=[O:34])[C@@H:6]([O:11][C@H:12]([C:28]1[CH:29]=[CH:30][CH:31]=[CH:32][CH:33]=1)[C:13]1[CH:14]=[CH:15][C:16]([C:36]2[CH:41]=[CH:40][C:39]([C:42]3[CH:47]=[CH:46][N:45]=[CH:44][CH:43]=3)=[CH:38][CH:37]=2)=[CH:17][CH:18]=1)[CH2:7][CH:8]([CH3:10])[CH3:9])#[N:2] |f:2.3.4,5.6,8.9.10.11|. Reported procedure: (2S)-N-(cyanomethyl)-4-methyl-2-({(R)-phenyl[4-(4,4,5,5-tetramethyl-1,3,2-dioxaborolan-2-yl)phenyl]methyl}oxy)pentanamide (100 mg, 0.216 mmol), 4-(4-bromophenyl)pyridine (56 mg, 0.238 mmol) and 2M K2CO3 (324 ul, 0.648 mmol) were dissolved in 1.6 ml DMF and the solution was degassed 3 times. PdCl2(dppf) (4.8 mg, 0.03 mmol) was added and the mixture was stirred overnight at 80° C. The solution was cooled, poured into 8 ml NaHCO3 (sat.) and extracted 3 times with 2 ml ethyl acetate. The combined or...